From a dataset of the Open Reaction Database (ORD), a public repository of structured organic reaction records. describe an organic reaction: reactants, conditions, products, and yield The reactants are O=C([O-])O, c1ccc2c(c1)CCNC2, O=C(Cl)c1ccccc1Cl, [K+], CN1CCc2c(N)cccc2C1, c1ccccc1. Yields the product CN1CCc2c(cccc2NC(=O)c2ccccc2Cl)C1. As a reaction SMILES: [C:13](=[O:14])([OH:15])[O-:16].[CH2:28]1[c:29]2[c:30]([cH:31][cH:32][cH:33][cH:34]2)[CH2:35][CH2:36][NH:37]1.[Cl:18][C:19](=[O:20])[c:21]1[cH:22][cH:23][cH:24][cH:25][c:26]1[Cl:27].[K+:17].[NH2:1][c:2]1[c:3]2[c:8]([cH:9][cH:10][cH:11]1)[CH2:7][N:6]([CH3:12])[CH2:5][CH2:4]2.[cH:38]1[cH:39][cH:40][cH:41][cH:42][cH:43]1>>[NH:1]([c:2]1[c:3]2[c:8]([cH:9][cH:10][cH:11]1)[CH2:7][N:6]([CH3:12])[CH2:5][CH2:4]2)[C:19](=[O:20])[c:21]1[cH:22][cH:23][cH:24][cH:25][c:26]1[Cl:27]. The reactants are CC(C)Oc1c(Cl)cccc1CO, O=[Mn]=O, c1ccccc1. Product: CC(C)Oc1c(Cl)cccc1C=O. As a reaction SMILES: [Cl:1][c:2]1[c:3]([O:10][CH:11]([CH3:12])[CH3:13])[c:4]([CH2:8][OH:9])[cH:5][cH:6][cH:7]1.[O:20]=[Mn:21]=[O:22].[cH:14]1[cH:15][cH:16][cH:17][cH:18][cH:19]1>>[Cl:1][c:2]1[c:3]([O:10][CH:11]([CH3:12])[CH3:13])[c:4]([CH:8]=[O:9])[cH:5][cH:6][cH:7]1. Reactants: N(=[N+]=[N-])[C@H](CN1N=CC=2C=CC3=C(N=C(O3)C(=O)N)C21)C (1-[(S)-2-Azidopropyl]-1H-pyrazolo[3,4-e]benzoxazole-7-carboxylic acid amide). The reagents and catalysts are [Pd] (palladium-on-carbon). Solvent: CO (methanol). Product: N[C@H](CN1N=CC=2C=CC3=C(N=C(O3)C(=O)N)C21)C (1-[(S)-2-Aminopropyl]-1H-pyrazolo[3,4-e]benzoxazole-7-carboxylic acid amide). RXN SMILES: [N:1]([C@@H:4]([CH3:21])[CH2:5][N:6]1[C:20]2[C:13]3[N:14]=[C:15]([C:17]([NH2:19])=[O:18])[O:16][C:12]=3[CH:11]=[CH:10][C:9]=2[CH:8]=[N:7]1)=[N+]=[N-]>CO.[Pd]>[NH2:1][C@@H:4]([CH3:21])[CH2:5][N:6]1[C:20]2[C:13]3[N:14]=[C:15]([C:17]([NH2:19])=[O:18])[O:16][C:12]=3[CH:11]=[CH:10][C:9]=2[CH:8]=[N:7]1. Procedure details: To a solution of the product from Step E (0.18 g, 0.631 mmol) in methanol (10 mL) was added 10% palladium-on-carbon (20 mg). This mixture was maintained under an atmosphere of hydrogen at room temperature for three days. The reaction mixture was filtered and evaporated to a tan solid (0.16 g): mp 60–65° C.; LC/MS m/z 260. Analysis. Calculated for C12H13N5O2.0.5 CH3OH: C, 54.54; H, 5.49; N, 25.44. Found: C, 54.79; H, 5.35; N, 25.29. Starting materials: C(CCCCCCCCCCC)S (n-dodecyl mercaptan), polyethylene oxide, C(C(=C)C)(=O)OCC1=CC=CC=C1 (benzyl methacrylate), C(C(=C)C)(=O)OC(C)(C)C (tert-butyl methacrylate), C(C(=C)C)(=O)O (methacrylic acid). Reagents/catalysts: C(C1=CC=CC=C1)(=O)OOC(C1=CC=CC=C1)=O (benzoyl peroxide). The solvent is O (water). The product is C(C(=C)C)(=O)OCC1=CC=CC=C1.C(C(=C)C)(=O)OC(C)(C)C.C(C(=C)C)(=O)O (benzyl methacrylate tert-butyl methacrylate methacrylic acid). Yield: 156.8%. RXN SMILES: [C:1]([O:6][CH2:7][C:8]1[CH:13]=[CH:12][CH:11]=[CH:10][CH:9]=1)(=[O:5])[C:2]([CH3:4])=[CH2:3].[C:14]([O:19][C:20]([CH3:23])([CH3:22])[CH3:21])(=[O:18])[C:15]([CH3:17])=[CH2:16].[C:24]([OH:29])(=[O:28])[C:25]([CH3:27])=[CH2:26].C(S)CCCCCCCCCCC>C(OOC(=O)C1C=CC=CC=1)(=O)C1C=CC=CC=1.O>[C:1]([O:6][CH2:7][C:8]1[CH:9]=[CH:10][CH:11]=[CH:12][CH:13]=1)(=[O:5])[C:2]([CH3:4])=[CH2:3].[C:14]([O:19][C:20]([CH3:23])([CH3:22])[CH3:21])(=[O:18])[C:15]([CH3:17])=[CH2:16].[C:24]([OH:29])(=[O:28])[C:25]([CH3:27])=[CH2:26] |f:6.7.8|. Procedure: The same apparatus as used in Reference Example 2 was charged under a nitrogen atmosphere with 565 g of water, 97.2 g of benzyl methacrylate, 21.3 g of tert-butyl methacrylate, 12.9 g of methacrylic acid (the mole ratio of the monomers charged being 6:2:2), 1.0 g of benzoyl peroxide, 0.3 ml of n-dodecyl mercaptan, and 2.4 g of polyethylene oxide (described hereinabove), and the monomers were polymerized for 6 hours at 75° to 80° C. at a stirring speed of 700 to 800 rpm. The product was separated... The reactants are NC(=O)NC(=O)N=C(OC1=CC=CC=C1)N1CCC(CC1)CC(=O)N1CCN(CC1)C1C2=C(CCC=3C1=NC=C(C3)Br)C=C(C=C2)Cl (Phenyl N-[[(aminocarbonyl)amino]carbonyl]-4-[2-[4-(3-bromo-8-chloro-6,11-dihydro-5 H-benzo[5,6]cyclohepta[1,2-b]pyridin-11-yl)-1-piperazinyl]-2-oxoethyl]-1-piperidine-carboximidate), NC(=O)NC(=O)N=C(OC1=CC=CC=C1)N1CCC(CC1)CC(=O)N1CCN(CC1)C1C2=C(CCC=3C1=NC=C(C3)Br)C=C(C=C2)Cl (Phenyl N-[[(aminocarbonyl)amino]carbonyl]-4-[2-[4-(3-bromo-8-chloro-6,11-dihydro-5 H-benzo[5,6]cyclohepta[1,2-b]pyridin-11-yl)-1-piperazinyl]-2-oxoethyl]-1-piperidine-carboximidate), N (ammonia). Solvent: C1CCOC1 (THF). Run at temperature 25 celsius, time 19 hour. Yields the product NC(=O)NC(=O)NC(=N)N1CCC(CC1)CC(=O)N1CCN(CC1)C1C2=C(CCC=3C1=NC=C(C3)Br)C=C(C=C2)Cl (N-[[(AMINOCARBONYL)AMINO]CARBONYL]-4-[2-[4-(3-BROMO-8-CHLORO-6,11-DIHYDRO-5 H-BENZO[5,6]CYCLOHEPTA[1,2-b]-PYRIDIN-11-YL)-1-PIPERAZINYL]2-OXOETHYL]-1-PIPERIDINECARBOXIMIDAMIDE). Isolated yield 40.0%. As a reaction SMILES: [NH2:1][C:2]([NH:4][C:5]([N:7]=[C:8]([N:16]1[CH2:21][CH2:20][CH:19]([CH2:22][C:23]([N:25]2[CH2:30][CH2:29][N:28]([CH:31]3[C:37]4=[N:38][CH:39]=[C:40]([Br:42])[CH:41]=[C:36]4[CH2:35][CH2:34][C:33]4[CH:43]=[C:44]([Cl:47])[CH:45]=[CH:46][C:32]3=4)[CH2:27][CH2:26]2)=[O:24])[CH2:18][CH2:17]1)OC1C=CC=CC=1)=[O:6])=[O:3].[NH3:48]>C1COCC1>[NH2:1][C:2]([NH:4][C:5]([NH:7][C:8]([N:16]1[CH2:17][CH2:18][CH:19]([CH2:22][C:23]([N:25]2[CH2:30][CH2:29][N:28]([CH:31]3[C:37]4=[N:38][CH:39]=[C:40]([Br:42])[CH:41]=[C:36]4[CH2:35][CH2:34][C:33]4[CH:43]=[C:44]([Cl:47])[CH:45]=[CH:46][C:32]3=4)[CH2:27][CH2:26]2)=[O:24])[CH2:20][CH2:21]1)=[NH:48])=[O:6])=[O:3]. Procedure details: Phenyl N-[[(aminocarbonyl)amino]carbonyl]-4-[2-[4-(3-bromo-8-chloro-6,11-dihydro-5 H-benzo[5,6]cyclohepta[1,2-b]pyridin-11-yl)-1-piperazinyl]-2-oxoethyl]-1-piperidine-carboximidate (Formula 16.1) (0.2943 g, 0.462 mmoles) was dissolved in a saturated solution of ammonia in anhydrous THF (80 ml) and the mixture was stirred at 25° C. for 19 h in a sealed vessel. The solution was evaporated to dryness and the residue was chromatographed on silica gel using 3% (10% conc. ammonium hydroxide in methano... Starting materials: c1ccc(CN(CCc2c[nH]c3ccccc23)Cc2ccccc2)cc1, CI, [H-], [Na+], CN(C)C=O, O. The product is Cn1cc(CCN(Cc2ccccc2)Cc2ccccc2)c2ccccc21. As a reaction SMILES: [CH2:1]([c:2]1[cH:3][cH:4][cH:5][cH:6][cH:7]1)[N:8]([CH2:9][CH2:10][c:11]1[cH:12][nH:13][c:14]2[cH:15][cH:16][cH:17][cH:18][c:19]12)[CH2:20][c:21]1[cH:22][cH:23][cH:24][cH:25][cH:26]1.[CH3:34][I:35].[H-:33].[Na+:32].[O:27]=[CH:28][N:29]([CH3:30])[CH3:31].[OH2:36]>>[CH2:1]([c:2]1[cH:3][cH:4][cH:5][cH:6][cH:7]1)[N:8]([CH2:9][CH2:10][c:11]1[cH:12][n:13]([CH3:28])[c:14]2[cH:15][cH:16][cH:17][cH:18][c:19]12)[CH2:20][c:21]1[cH:22][cH:23][cH:24][cH:25][cH:26]1. The reactants are solution, B (borane), COC([C@H](CC(=O)O)NC(=O)OCC1=CC=CC=C1)=O ((S)-2-benzyloxycarbonylamino-succinic acid 1-methyl ester). Solvent: O1CCCC1 (tetrahydrofuran), O1CCCC1 (tetrahydrofuran). Reaction conditions: temperature 0 celsius, time 15 minute. The product is COC([C@H](CCO)NC(=O)OCC1=CC=CC=C1)=O ((S)-2-benzyloxycarbonylamino-4-hydroxy-butyric acid methyl ester). The yield is 67.6%. Reaction SMILES: [CH3:1][O:2][C:3](=[O:20])[C@@H:4]([NH:9][C:10]([O:12][CH2:13][C:14]1[CH:19]=[CH:18][CH:17]=[CH:16][CH:15]=1)=[O:11])[CH2:5][C:6](O)=[O:7].B>O1CCCC1>[CH3:1][O:2][C:3](=[O:20])[C@@H:4]([NH:9][C:10]([O:12][CH2:13][C:14]1[CH:15]=[CH:16][CH:17]=[CH:18][CH:19]=1)=[O:11])[CH2:5][CH2:6][OH:7]. Reported procedure: In a flask under argon was placed (S)-2-benzyloxycarbonylamino-succinic acid 1-methyl ester (7.00 g, 24.89 mmol) in tetrahydrofuran (15 mL) and cooled to −5° C. To this mixture was added a 1.0M solution of borane in tetrahydrofuran (50.6 mL, 50.6 mmol), slowly over a 15 min period. After the addition was complete, the mixture was stirred at 0° C. for 5 h and then quenched by slow addition of a 10% aqueous citric acid solution (100 mL) and then diethyl ether (100 mL). The mixture was then extract... Reactants: Cl, Cl, C1CCOC1, O, CC1(C)COC(c2ccccc2)=N1. Yields the product Cl, CC(C)(N)COC(=O)c1ccccc1. As a reaction SMILES: [ClH:16].[ClH:1].[O:17]1[CH2:18][CH2:19][CH2:20][CH2:21]1.[OH2:15].[c:2]1([C:8]2=[N:12][C:11]([CH3:13])([CH3:14])[CH2:10][O:9]2)[cH:3][cH:4][cH:5][cH:6][cH:7]1>>[ClH:1].[c:2]1([C:8]([O:9][CH2:10][C:11]([NH2:12])([CH3:13])[CH3:14])=[O:15])[cH:3][cH:4][cH:5][cH:6][cH:7]1.